This data is from the Open Reaction Database (ORD), a public repository of structured organic reaction records. The task is: describe an organic reaction: reactants, conditions, products, and yield The reactants are COC=C1C(=O)NC(=O)c2ccc(-n3cccc3)cc21, CN(C)C=O, CCCOc1cnc(CN)cc1O. Product: CCCOc1cnc(CNC=C2C(=O)NC(=O)c3ccc(-n4cccc4)cc32)cc1O. Reaction SMILES: [CH3:14][O:15][CH:16]=[C:17]1[C:18](=[O:33])[NH:19][C:20](=[O:32])[c:21]2[cH:22][cH:23][c:24](-[n:27]3[cH:28][cH:29][cH:30][cH:31]3)[cH:25][c:26]21.[CH3:34][N:35]([CH3:36])[CH:37]=[O:38].[NH2:1][CH2:2][c:3]1[n:4][cH:5][c:6]([O:10][CH2:11][CH2:12][CH3:13])[c:7]([OH:9])[cH:8]1>>[NH:1]([CH2:2][c:3]1[n:4][cH:5][c:6]([O:10][CH2:11][CH2:12][CH3:13])[c:7]([OH:9])[cH:8]1)[CH:16]=[C:17]1[C:18](=[O:33])[NH:19][C:20](=[O:32])[c:21]2[cH:22][cH:23][c:24](-[n:27]3[cH:28][cH:29][cH:30][cH:31]3)[cH:25][c:26]21. Starting materials: CC(=O)OC(C)=O, COc1cc(CN)nc(OC)n1, O=S(=O)(O)O. Yields the product COc1cc(CNC(C)=O)nc(OC)n1. RXN SMILES: [CH3:13][C:14](=[O:15])[O:16][C:17](=[O:18])[CH3:19].[NH2:1][CH2:2][c:3]1[cH:4][c:5]([O:11][CH3:12])[n:6][c:7]([O:9][CH3:10])[n:8]1.[S:20](=[O:21])(=[O:22])([OH:23])[OH:24]>>[NH:1]([CH2:2][c:3]1[cH:4][c:5]([O:11][CH3:12])[n:6][c:7]([O:9][CH3:10])[n:8]1)[C:14]([CH3:13])=[O:15].